describe an organic reaction: reactants, conditions, products, and yield From a dataset of the Open Reaction Database (ORD), a public repository of structured organic reaction records. Starting materials: C(C)OC(=O)CN1C(=NC2=C1C=CC(=C2)NS(=O)(=O)C=2C=CC=C1C=CC=NC21)COC2=CC=C(C=C2)C#N (1-ethoxycarbonylmethyl-2-[(4-cyanophenyl)-oxymethyl]-5-(quinoline-8-sulphonylamino)-benzimidazole), Cl (hydrochloric acid), C([O-])([O-])=O.[NH4+].[NH4+] (ammonium carbonate). The solvent is C(C)O (ethanol). Yields the product C(C)OC(=O)CN1C(=NC2=C1C=CC(=C2)NS(=O)(=O)C=2C=CC=C1C=CC=NC21)COC2=CC=C(C=C2)C(N)=N (1-ethoxycarbonylmethy-2-[(4-amidinophenyl)-oxymethyl]-5-(quinoline-8-sulphonylamino)-benzimidazole). RXN SMILES: [CH2:1]([O:3][C:4]([CH2:6][N:7]1[C:11]2[CH:12]=[CH:13][C:14]([NH:16][S:17]([C:20]3[CH:21]=[CH:22][CH:23]=[C:24]4[C:29]=3[N:28]=[CH:27][CH:26]=[CH:25]4)(=[O:19])=[O:18])=[CH:15][C:10]=2[N:9]=[C:8]1[CH2:30][O:31][C:32]1[CH:37]=[CH:36][C:35]([C:38]#[N:39])=[CH:34][CH:33]=1)=[O:5])[CH3:2].Cl.C(=O)([O-])[O-].[NH4+:45].[NH4+]>C(O)C>[CH2:1]([O:3][C:4]([CH2:6][N:7]1[C:11]2[CH:12]=[CH:13][C:14]([NH:16][S:17]([C:20]3[CH:21]=[CH:22][CH:23]=[C:24]4[C:29]=3[N:28]=[CH:27][CH:26]=[CH:25]4)(=[O:18])=[O:19])=[CH:15][C:10]=2[N:9]=[C:8]1[CH2:30][O:31][C:32]1[CH:33]=[CH:34][C:35]([C:38](=[NH:45])[NH2:39])=[CH:36][CH:37]=1)=[O:5])[CH3:2] |f:2.3.4|. Procedure details: Prepared analogously to Example 1e from 1-ethoxycarbonylmethyl-2-[(4-cyanophenyl)-oxymethyl]-5-(quinoline-8-sulphonylamino)-benzimidazole and ethanolic hydrochloric acid, ethanol and ammonium carbonate.